From a dataset of the Open Reaction Database (ORD), a public repository of structured organic reaction records. describe an organic reaction: reactants, conditions, products, and yield Starting materials: NC1=C2N=C(N(C2=NC(=N1)OCCCC)CCCC1N(CCCC1)C(=O)OCC1=CC=CC=C1)OC (Phenylmethyl 2-{3-[6-amino-2-(butyloxy)-8-(methyloxy)-9H-purin-9-yl]propyl}-1-piperidinecarboxylate), FC(C(=O)O)(F)F.C(CCC)OC1=NC(=C2N=C(NC2=N1)OC)N (2-(butyloxy)-8-(methyloxy)-9H-purin-6-amine trifluoroacetate), BrCC1CCN(CC1)C(=O)OCC1=CC=CC=C1 (phenylmethyl 4-(bromomethyl)-1-piperidinecarboxylate). Product: NC1=C2N=C(N(C2=NC(=N1)OCCCC)CC1CCN(CC1)C(=O)OCC1=CC=CC=C1)OC (Phenylmethyl 4-{[6-amino-2-(butyloxy)-8-(methyloxy)-9H-purin-9-yl]methyl}-1-piperidinecarboxylate). As a reaction SMILES: [NH2:1][C:2]1[N:10]=[C:9]([O:11][CH2:12][CH2:13][CH2:14][CH3:15])[N:8]=[C:7]2[C:3]=1[N:4]=[C:5]([O:35][CH3:36])[N:6]2[CH2:16][CH2:17][CH2:18][CH:19]1CC[CH2:22][CH2:21][N:20]1[C:25]([O:27][CH2:28][C:29]1[CH:34]=[CH:33][CH:32]=[CH:31][CH:30]=1)=[O:26].FC(F)(F)C(O)=O.C(OC1N=C2C(N=C(OC)N2)=C(N)N=1)CCC.BrCC1CCN(C(OCC2C=CC=CC=2)=O)CC1>>[NH2:1][C:2]1[N:10]=[C:9]([O:11][CH2:12][CH2:13][CH2:14][CH3:15])[N:8]=[C:7]2[C:3]=1[N:4]=[C:5]([O:35][CH3:36])[N:6]2[CH2:16][CH:17]1[CH2:22][CH2:21][N:20]([C:25]([O:27][CH2:28][C:29]2[CH:34]=[CH:33][CH:32]=[CH:31][CH:30]=2)=[O:26])[CH2:19][CH2:18]1 |f:1.2|. Procedure details: Prepared similarly to Intermediate 31 from 2-(butyloxy)-8-(methyloxy)-9H-purin-6-amine trifluoroacetate and phenylmethyl 4-(bromomethyl)-1-piperidinecarboxylate. LCMS (System B): tRET=2.70 min; MH+ 469 Reactants: CC1=C(C=CC=C1C)NC1=C(C(=O)O)C=CC=C1 (2-[(2,3-dimethylphenyl) amino]benzoic acid), CO (methanol), S(O)(O)(=O)=O (sulfuric acid). The product is CC1=C(C=CC=C1C)NC1=C(C(=O)OC)C=CC=C1 (2-[(2,3dimethylphenyl)amino]benzoic acid, methyl ester). Yield: 86.0%. RXN SMILES: [CH3:1][C:2]1[C:7]([CH3:8])=[CH:6][CH:5]=[CH:4][C:3]=1[NH:9][C:10]1[CH:18]=[CH:17][CH:16]=[CH:15][C:11]=1[C:12]([OH:14])=[O:13].S(=O)(=O)(O)O.[CH3:24]O>>[CH3:1][C:2]1[C:7]([CH3:8])=[CH:6][CH:5]=[CH:4][C:3]=1[NH:9][C:10]1[CH:18]=[CH:17][CH:16]=[CH:15][C:11]=1[C:12]([O:14][CH3:24])=[O:13]. Procedure details: A suspension of 2-[(2,3-dimethylphenyl) amino]benzoic acid (mefenamic acid) 35 g, 145 mmol) in methanol (600 ml) and concentrated sulfuric acid (15 ml) is heated at reflux for two days. The reaction mixture is cooled in an ice bath. The resulting solid is collected by filtration and recrystallized from methanol to give 2-[(2,3dimethylphenyl)amino]benzoic acid, methyl ester (32.0 g, 86%); mp 98°-100° C. Starting materials: COc1cc2nc(N3CCC(Nc4ccc(C(=O)OC(C)(C)C)cc4)CC3)nc(Nc3ccc(C)cc3)c2cc1OC, O=C(O)C(F)(F)F. Product: COc1cc2nc(N3CCC(Nc4ccc(C(=O)O)cc4)CC3)nc(Nc3ccc(C)cc3)c2cc1OC. As a reaction SMILES: [C:1]([CH3:2])([CH3:3])([CH3:4])[O:5][C:6]([c:7]1[cH:8][cH:9][c:10]([NH:13][CH:14]2[CH2:15][CH2:16][N:17]([c:20]3[n:21][c:22]4[cH:23][c:24]([O:40][CH3:41])[c:25]([O:38][CH3:39])[cH:26][c:27]4[c:28]([NH:30][c:31]4[cH:32][cH:33][c:34]([CH3:37])[cH:35][cH:36]4)[n:29]3)[CH2:18][CH2:19]2)[cH:11][cH:12]1)=[O:42].[OH:43][C:44]([C:45]([F:46])([F:47])[F:48])=[O:49]>>[O:5]=[C:6]([c:7]1[cH:8][cH:9][c:10]([NH:13][CH:14]2[CH2:15][CH2:16][N:17]([c:20]3[n:21][c:22]4[cH:23][c:24]([O:40][CH3:41])[c:25]([O:38][CH3:39])[cH:26][c:27]4[c:28]([NH:30][c:31]4[cH:32][cH:33][c:34]([CH3:37])[cH:35][cH:36]4)[n:29]3)[CH2:18][CH2:19]2)[cH:11][cH:12]1)[OH:42].